The task is: describe an organic reaction: reactants, conditions, products, and yield. This data is from the Open Reaction Database (ORD), a public repository of structured organic reaction records. Run at time 7 hour. Reaction SMILES: [CH2:1]([O:11][C:12]1[CH:20]=[CH:19][C:15]([C:16](O)=[O:17])=[CH:14][CH:13]=1)[CH2:2][CH2:3][CH2:4][CH2:5][CH2:6][CH2:7][CH2:8][CH:9]=[CH2:10].S(Cl)([Cl:23])=O>C1(C)C=CC=CC=1>[CH:1]([O:11][C:12]1[CH:20]=[CH:19][C:15]([C:16]([Cl:23])=[O:17])=[CH:14][CH:13]=1)=[CH:2][CH2:3][CH2:4][CH2:5][CH2:6][CH2:7][CH2:8][CH2:9][CH3:10]. Yields the product C(=CCCCCCCCC)OC1=CC=C(C(=O)Cl)C=C1 (p-decenyloxybenzoyl chloride). Run in C1(=CC=CC=C1)C (toluene), C1(=CC=CC=C1)C (toluene). Procedure: To 2.8 g of p-(9-decenyloxy)benzoic acid prepared in the same manner as in 9.(2) in Example 9 added was toluene, and the resulting mixture was cooled in an ice bath. 5.0 g of thionyl chloride was then added dropwise to the toluene solution. Reaction was then carried out for 7 hours at 80° C. After conclusion of the reaction, the reaction solution was concentrated under reduced pressure, to obtain crude p-decenyloxybenzoyl chloride. 1.6 g of the hydroxy compound obtained in 17.(1) and 3.3 g of py... Starting materials: C(CCCCCCCC=C)OC1=CC=C(C(=O)O)C=C1 (p-(9-decenyloxy)benzoic acid), S(=O)(Cl)Cl (thionyl chloride). Reactants: B, CC(=O)O, Cc1ccc(-c2ccccc2)cc1C=O, [Na+], [Na], C1CCOC1, [OH-], O. Yields the product Cc1ccc(-c2ccccc2)cc1CO. RXN SMILES: [BH3:16].[CH3:18][C:19](=[O:20])[OH:21].[CH3:1][c:2]1[c:3]([CH:4]=[O:5])[cH:6][c:7](-[c:10]2[cH:11][cH:12][cH:13][cH:14][cH:15]2)[cH:8][cH:9]1.[Na+:29].[Na:17].[O:22]1[CH2:23][CH2:24][CH2:25][CH2:26]1.[OH-:28].[OH2:27]>>[CH3:1][c:2]1[c:3]([CH2:4][OH:5])[cH:6][c:7](-[c:10]2[cH:11][cH:12][cH:13][cH:14][cH:15]2)[cH:8][cH:9]1. Reactants: ClC1=CC=C2C(=CC=NC2=C1)NCC(C)(N)C (N1 -(7-chloro-quinolin-4-yl)-2-methyl-propane-1,2-diamine), OC1=C(C=O)C=CC(=C1)OC (2-hydroxy-4-methoxy-benzaldehyde). Solvent: C(C)O (ethanol). Conditions: time 6 hour. The product is Cl.Cl.ClC1=CC=C2C(=CC=NC2=C1)NCC(C)(NCC1=C(C=C(C=C1)OC)O)C (N1 -(7-Chloro-quinolin-4-yl)-N2 -(2-hydroxy-4-methoxy-benzyl)-2-methyl-propane-1,2-diamine dihydrochloride). Reaction SMILES: [Cl:1][C:2]1[CH:11]=[C:10]2[C:5]([C:6]([NH:12][CH2:13][C:14]([CH3:17])([NH2:16])[CH3:15])=[CH:7][CH:8]=[N:9]2)=[CH:4][CH:3]=1.[OH:18][C:19]1[CH:26]=[C:25]([O:27][CH3:28])[CH:24]=[CH:23][C:20]=1[CH:21]=O>C(O)C>[ClH:1].[ClH:1].[Cl:1][C:2]1[CH:11]=[C:10]2[C:5]([C:6]([NH:12][CH2:13][C:14]([CH3:17])([NH:16][CH2:21][C:20]3[CH:23]=[CH:24][C:25]([O:27][CH3:28])=[CH:26][C:19]=3[OH:18])[CH3:15])=[CH:7][CH:8]=[N:9]2)=[CH:4][CH:3]=1 |f:3.4.5|. Procedure details: 1.25 g of N1 -(7-chloro-quinolin-4-yl)-2-methyl-propane-1,2-diamine and 0.76 g of 2-hydroxy-4-methoxy-benzaldehyde were stirred under reflux overnight in 20 ml of ethanol in the presence of 1.25 g of molecular sieve (E. Merck, 3 Å). The mixture was filtered, the solvent was evaporated and the residue was again taken up in 20 ml of ethanol. After the addition of 0.19 g of sodium borohydride the mixture was stirred at room temperature for 6 hours, thereafter 5 ml of glacial acetic acid were added ...